This data is from the Open Reaction Database (ORD), a public repository of structured organic reaction records. The task is: describe an organic reaction: reactants, conditions, products, and yield Solvent: C1(=CC=CC=C1)C (toluene), O (water). Reported procedure: A mixture of 27.6 g (0.1 mole) of α,α-diphenyl-4-piperidinemethanol, 26.5 g (0.11 mole) of 6-chloro-4'-methoxycaprophenone, 20 g of potassium bicarbonate, and 0.1 g of potassium iodide in 300 ml of toluene and 45 ml of water is stirred on a steam bath for about 82 hours then worked up by the procedure described in Example 5 to give 6-[4-(α-hydroxy-α-phenylbenzyl)piperidino]-4'-methoxycaprophenone hydrochloride. Run at time 82 hour. Reaction SMILES: [C:1]1([C:7]([C:15]2[CH:20]=[CH:19][CH:18]=[CH:17][CH:16]=2)([CH:9]2[CH2:14][CH2:13][NH:12][CH2:11][CH2:10]2)[OH:8])[CH:6]=[CH:5][CH:4]=[CH:3][CH:2]=1.[Cl:21][CH2:22][CH2:23][CH2:24][CH2:25][CH2:26][C:27]([C:29]1[CH:34]=[CH:33][C:32]([O:35][CH3:36])=[CH:31][CH:30]=1)=[O:28].C(=O)(O)[O-].[K+].[I-].[K+]>C1(C)C=CC=CC=1.O>[ClH:21].[OH:8][C:7]([CH:9]1[CH2:14][CH2:13][N:12]([CH2:22][CH2:23][CH2:24][CH2:25][CH2:26][C:27]([C:29]2[CH:34]=[CH:33][C:32]([O:35][CH3:36])=[CH:31][CH:30]=2)=[O:28])[CH2:11][CH2:10]1)([C:15]1[CH:20]=[CH:19][CH:18]=[CH:17][CH:16]=1)[C:1]1[CH:2]=[CH:3][CH:4]=[CH:5][CH:6]=1 |f:2.3,4.5,8.9|. Yields the product Cl.OC(C1=CC=CC=C1)(C1=CC=CC=C1)C1CCN(CC1)CCCCCC(=O)C1=CC=C(C=C1)OC (6-[4-(α-hydroxy-α-phenylbenzyl)piperidino]-4'-methoxycaprophenone hydrochloride). The reactants are C1(=CC=CC=C1)C(O)(C1CCNCC1)C1=CC=CC=C1 (α,α-diphenyl-4-piperidinemethanol), ClCCCCCC(=O)C1=CC=C(C=C1)OC (6-chloro-4'-methoxycaprophenone), C([O-])(O)=O.[K+] (potassium bicarbonate), [I-].[K+] (potassium iodide). Starting materials: [N-]=C=O (isocyanate), OC(C)C(C#N)=C (2-(1-hydroxyethyl) acrylonitrile), CCCCC(CC)C(=O)[O-].CCCCC(CC)C(=O)[O-].[Sn+2] (stannous octoate), CN=C=O (methyl isocyanate). Run at time 6 hour. Product: C(#N)C(=C)C(C)C(NC)=O (2-Cyano-3-(N-methyl carbamyl)-1-butene). RXN SMILES: O[CH:2]([C:4](=[CH2:7])[C:5]#[N:6])[CH3:3].CCCCC(C([O-])=O)CC.CCCCC(C([O-])=O)CC.[Sn+2].[CH3:29][N:30]=[C:31]=[O:32].[N-]=C=O>>[C:5]([C:4]([CH:2]([C:31](=[O:32])[NH:30][CH3:29])[CH3:3])=[CH2:7])#[N:6] |f:1.2.3|. Procedure: 2-Cyano-3-(N-methyl carbamyl)-1-butene was prepared through the following reaction. A three-necked 250 ml round bottom flask equipped with an overhead stirrer, N2 inlet, water condenser and dropping funnel was charged with 47.5 parts 2-(1-hydroxyethyl) acrylonitrile and 0.71 parts stannous octoate. To this stirred mixture, 28.5 parts methyl isocyanate was added through the dropping funnel. The mixture was maintained below 35° C. during addition by cooling and adjustment of the addition rate of t... Starting materials: Brc1cc(-n2cccn2)ccn1, CCCC[Sn](Cl)(CCCC)CCCC, C1CCOC1, CC(C)[Mg+], [Cl-], [Cl-], [Li+]. Product: CCCC[Sn](CCCC)(CCCC)c1cc(-n2cccn2)ccn1. Reaction SMILES: [Br:1][c:2]1[n:3][cH:4][cH:5][c:6](-[n:8]2[n:9][cH:10][cH:11][cH:12]2)[cH:7]1.[CH2:20]([CH2:21][CH2:22][CH3:23])[Sn:24]([CH2:25][CH2:26][CH2:27][CH3:28])([CH2:29][CH2:30][CH2:31][CH3:32])[Cl:33].[CH2:34]1[O:35][CH2:36][CH2:37][CH2:38]1.[CH:16]([Mg+:17])([CH3:18])[CH3:19].[Cl-:13].[Cl-:15].[Li+:14]>>[c:2]1([Sn:24]([CH2:20][CH2:21][CH2:22][CH3:23])([CH2:25][CH2:26][CH2:27][CH3:28])[CH2:29][CH2:30][CH2:31][CH3:32])[n:3][cH:4][cH:5][c:6](-[n:8]2[n:9][cH:10][cH:11][cH:12]2)[cH:7]1. Starting materials: [OH-].[Na+] (sodium hydroxide), N1=C(C=CC2=CC=CC=C12)COC=1C=C(C=CC1)CCCC1=CC=C(C#N)C=C1 (4-(3-(3-(2-Quinolinylmethyloxy)phenyl)propyl)benzonitrile), [N-]=[N+]=[N-].[Na+] (sodium azide), [Cl-].[NH4+] (ammonium chloride). The solvent is CN(C=O)C (dimethylformamide). The product is N1=C(C=CC2=CC=CC=C12)COC=1C=C(C=CC1)CCCC1=CC=C(C=C1)C1=NN=NN1 (5-(4-(3-(3-(2-quinolinylmethyloxy)phenyl)propyl)phenyl)tetrazole). RXN SMILES: [N:1]1[C:10]2[C:5](=[CH:6][CH:7]=[CH:8][CH:9]=2)[CH:4]=[CH:3][C:2]=1[CH2:11][O:12][C:13]1[CH:14]=[C:15]([CH2:19][CH2:20][CH2:21][C:22]2[CH:29]=[CH:28][C:25]([C:26]#[N:27])=[CH:24][CH:23]=2)[CH:16]=[CH:17][CH:18]=1.[N-:30]=[N+:31]=[N-:32].[Na+].[Cl-].[NH4+].[OH-].[Na+]>CN(C)C=O>[N:1]1[C:10]2[C:5](=[CH:6][CH:7]=[CH:8][CH:9]=2)[CH:4]=[CH:3][C:2]=1[CH2:11][O:12][C:13]1[CH:14]=[C:15]([CH2:19][CH2:20][CH2:21][C:22]2[CH:29]=[CH:28][C:25]([C:26]3[NH:32][N:31]=[N:30][N:27]=3)=[CH:24][CH:23]=2)[CH:16]=[CH:17][CH:18]=1 |f:1.2,3.4,5.6|. Reported procedure: 4-(3-(3-(2-Quinolinylmethyloxy)phenyl)propyl)benzonitrile (0.006 mol) with sodium azide (0.018 mol) and ammonium chloride (0.018 mol) in dimethylformamide (15 ml) is heated at 100° C. for 18 hours. The reaction mixture is poured into 10% aqueous sodium hydroxide solution and washed with ethyl acetate. The aqueous layer is acidified to pH 6 with 1 Naqueous HCl and the solid which precipitates is collected to obtain 5-(4-(3-(3-(2-quinolinylmethyloxy)phenyl)propyl)phenyl)tetrazole. Reactants: C[Si](C)(C)[N-][Si](C)(C)C, CCCCCC, CI, [Li+], C1CCOC1, CCOC(=O)C1CCCN(S(=O)(=O)c2ccccc2)C1. Yields the product CCOC(=O)C1(C)CCCN(S(=O)(=O)c2ccccc2)C1. As a reaction SMILES: [CH3:21][Si:22]([CH3:23])([CH3:24])[N-:25][Si:26]([CH3:27])([CH3:28])[CH3:29].[CH3:31][CH2:32][CH2:33][CH2:34][CH2:35][CH3:36].[CH3:37][I:38].[Li+:30].[O:39]1[CH2:40][CH2:41][CH2:42][CH2:43]1.[c:1]1([S:7](=[O:8])(=[O:9])[N:10]2[CH2:11][CH:12]([C:16](=[O:17])[O:18][CH2:19][CH3:20])[CH2:13][CH2:14][CH2:15]2)[cH:2][cH:3][cH:4][cH:5][cH:6]1>>[c:1]1([S:7](=[O:8])(=[O:9])[N:10]2[CH2:11][C:12]([C:16](=[O:17])[O:18][CH2:19][CH3:20])([CH3:21])[CH2:13][CH2:14][CH2:15]2)[cH:2][cH:3][cH:4][cH:5][cH:6]1. Starting materials: [N+](=O)([O-])C1=CC=C(C=C1)N1CCC(CC1)=O (1-(4-Nitrophenyl)-4-piperidone), C(C1=CC=CC=C1)NC (N-benzyl-N-methylamine), C(\C=C\C(=O)O)(=O)O (fumaric acid). The product is C(\C=C\C(=O)O)(=O)O.C(C1=CC=CC=C1)N(C)C1CCN(CC1)C1=CC=C(C=C1)[N+](=O)[O-] (4-(N-benzyl-N-methylamino)-1-(4-nitrophenyl)piperidine fumarate). Reaction SMILES: [N+:1]([C:4]1[CH:9]=[CH:8][C:7]([N:10]2[CH2:15][CH2:14][C:13](=O)[CH2:12][CH2:11]2)=[CH:6][CH:5]=1)([O-:3])=[O:2].[CH2:17]([NH:24][CH3:25])[C:18]1[CH:23]=[CH:22][CH:21]=[CH:20][CH:19]=1.[C:26]([OH:33])(=[O:32])/[CH:27]=[CH:28]/[C:29]([OH:31])=[O:30]>>[C:26]([OH:33])(=[O:32])/[CH:27]=[CH:28]/[C:29]([OH:31])=[O:30].[CH2:17]([N:24]([CH:13]1[CH2:14][CH2:15][N:10]([C:7]2[CH:8]=[CH:9][C:4]([N+:1]([O-:3])=[O:2])=[CH:5][CH:6]=2)[CH2:11][CH2:12]1)[CH3:25])[C:18]1[CH:23]=[CH:22][CH:21]=[CH:20][CH:19]=1 |f:3.4|. Procedure details: 1-(4-Nitrophenyl)-4-piperidone was reacted in a similar manner to Example 2 with N-benzyl-N-methylamine and then with fumaric acid. 4-(N-benzyl-N-methylamino)-1-(4-nitrophenyl)piperidine fumarate was obtained. Melting point 183° C. The reactants are O=C1CCC(=O)N1Br, CCOC(=O)CC(C)=O, Cc1cc(=O)n2ccsc2n1, ClC(Cl)Cl, c1ccccc1. Yields the product Cc1nc2sccn2c(=O)c1Br. RXN SMILES: [Br:21][N:22]1[C:23](=[O:24])[CH2:25][CH2:26][C:27]1=[O:28].[C:12]([O:13][CH2:14][CH3:15])(=[O:16])[CH2:17][C:18]([CH3:19])=[O:20].[CH3:1][c:2]1[n:3][c:4]2[n:5]([c:6](=[O:8])[cH:7]1)[cH:9][cH:10][s:11]2.[CH:29]([Cl:30])([Cl:31])[Cl:32].[cH:33]1[cH:34][cH:35][cH:36][cH:37][cH:38]1>>[CH3:1][c:2]1[n:3][c:4]2[n:5]([c:6](=[O:8])[c:7]1[Br:21])[cH:9][cH:10][s:11]2. Reactants: ClC1=NC=C(C(=N1)NCC1CCN(CC1)S(=O)(=O)CCC1=CC=CC=C1)C ((2-chloro-5-methyl-pyrimidin-4-yl)-[1-(2-phenyl-ethanesulfonyl)-piperidin-4-ylmethyl]-amine), [H][H] (hydrogen). Reagents/catalysts: [Pd] (palladium on carbon). Solvent: C(C)O.C(C)N(CC)CC (ethanol triethylamine). The product is CC=1C(=NC=NC1)NCC1CCN(CC1)S(=O)(=O)CCC1=CC=CC=C1 ((5-Methyl-pyrimidin-4-yl)-[1-(2-phenyl-ethanesulfonyl)-piperidin-4-ylmethyl]-amine). RXN SMILES: Cl[C:2]1[N:7]=[C:6]([NH:8][CH2:9][CH:10]2[CH2:15][CH2:14][N:13]([S:16]([CH2:19][CH2:20][C:21]3[CH:26]=[CH:25][CH:24]=[CH:23][CH:22]=3)(=[O:18])=[O:17])[CH2:12][CH2:11]2)[C:5]([CH3:27])=[CH:4][N:3]=1.[H][H]>C(O)C.C(N(CC)CC)C.[Pd]>[CH3:27][C:5]1[C:6]([NH:8][CH2:9][CH:10]2[CH2:11][CH2:12][N:13]([S:16]([CH2:19][CH2:20][C:21]3[CH:22]=[CH:23][CH:24]=[CH:25][CH:26]=3)(=[O:17])=[O:18])[CH2:14][CH2:15]2)=[N:7][CH:2]=[N:3][CH:4]=1 |f:2.3|. Procedure details: EXAMPLE 92 was prepared from (2-chloro-5-methyl-pyrimidin-4-yl)-[1-(2-phenyl-ethanesulfonyl)-piperidin-4-ylmethyl]-amine by hydrogenation in ethanol-triethylamine over 5% palladium on carbon, 1 atm of hydrogen: MS (m+1)=375.5. Starting materials: O[Li].O (LiOH.H2O), C(C)(=O)O (acetic acid), NC1=CC=C(C=C1)C#CC=1C(=NNC1)C1=C(C=CC(=C1)Cl)O (2-[4-(4-Amino-phenylethynyl)-1H-pyrazol-3-yl]-4-chloro-phenol), C(C)(C)(C)OC(=O)N1[C@@H](COCC1)C(=O)O ((S)-morpholine-3,4-dicarboxylic acid 4-tert-butyl ester), C(C)(C)N=C=NC(C)C (N,N′-diisopropylcarbodiimide). The solvent is C(C)(=O)OCC (ethyl acetate), O (water), ClCCl (dichloromethane). Conditions: time 8 hour. Yields the product C(C)(C)(C)OC(=O)N1[C@@H](COCC1)C(NC1=CC=C(C=C1)C#CC=1C(=NNC1)C1=C(C=CC(=C1)Cl)O)=O (3(S)-{4-[3-(5-Chloro-2-hydroxy-phenyl)-1H-pyrazol-4-ylethynyl]-phenylcarbamoyl}-morpholine-4-carboxylic acid tert-butyl ester). Isolated yield 71.4%. RXN SMILES: [NH2:1][C:2]1[CH:7]=[CH:6][C:5]([C:8]#[C:9][C:10]2[C:11]([C:15]3[CH:20]=[C:19]([Cl:21])[CH:18]=[CH:17][C:16]=3[OH:22])=[N:12][NH:13][CH:14]=2)=[CH:4][CH:3]=1.[C:23]([O:27][C:28]([N:30]1[CH2:35][CH2:34][O:33][CH2:32][C@H:31]1[C:36](O)=[O:37])=[O:29])([CH3:26])([CH3:25])[CH3:24].C(N=C=NC(C)C)(C)C.O[Li].O.C(O)(=O)C>ClCCl.O.C(OCC)(=O)C>[C:23]([O:27][C:28]([N:30]1[CH2:35][CH2:34][O:33][CH2:32][C@H:31]1[C:36](=[O:37])[NH:1][C:2]1[CH:7]=[CH:6][C:5]([C:8]#[C:9][C:10]2[C:11]([C:15]3[CH:20]=[C:19]([Cl:21])[CH:18]=[CH:17][C:16]=3[OH:22])=[N:12][NH:13][CH:14]=2)=[CH:4][CH:3]=1)=[O:29])([CH3:26])([CH3:25])[CH3:24] |f:3.4|. Procedure details: To a solution of compound 24A (930 mg, 3.0 mmol) and (S)-morpholine-3,4-dicarboxylic acid 4-tert-butyl ester (19A, 2.09 g, 9.0 mmol) in anhydrous dichloromethane (20 mL) was added N,N′-diisopropylcarbodiimide (DIPC, 1.4 mL, 9.0 mmol). The reaction mixture was stirred at rt overnight. Solvent was removed. To the residua were added THF (20 mL) and methanol (20 mL) and a solution of LiOH.H2O (1.0 g, 23.84 mmol) in water (10 mL). The mixture was stirred at rt for 2 h. It was then neutralized with ac... Starting materials: COS(=O)(=O)c1ccc(C)cc1, CN(C)C=O, O=C(C(=O)c1ccccc1)c1ccccc1, O. As a reaction SMILES: [CH3:17][O:18][S:19]([c:20]1[cH:21][cH:22][c:23]([CH3:24])[cH:25][cH:26]1)(=[O:27])=[O:28].[CH3:29][N:30]([CH3:31])[CH:32]=[O:33].[O:1]=[C:2]([C:3](=[O:4])[c:5]1[cH:6][cH:7][cH:8][cH:9][cH:10]1)[c:11]1[cH:12][cH:13][cH:14][cH:15][cH:16]1.[OH2:34]>>[O:1]([C:2]([C:3](=[O:4])[c:5]1[cH:6][cH:7][cH:8][cH:9][cH:10]1)([c:11]1[cH:12][cH:13][cH:14][cH:15][cH:16]1)[O:18][CH3:17])[CH3:29]. Product: COC(OC)(C(=O)c1ccccc1)c1ccccc1.